Task: describe an organic reaction: reactants, conditions, products, and yield. Dataset: the Open Reaction Database (ORD), a public repository of structured organic reaction records The reactants are CC(C)(C)[Si](C)(C)OC1C=CC(=O)C1, CO, [Na+], [OH-], OO. Yields the product CC(C)(C)[Si](C)(C)OC1CC(=O)C2OC12. RXN SMILES: [C:5]([CH3:6])([CH3:7])([CH3:8])[Si:9]([O:10][CH:11]1[CH:12]=[CH:13][C:14](=[O:16])[CH2:15]1)([CH3:17])[CH3:18].[CH3:19][OH:20].[Na+:4].[OH-:3].[OH:1][OH:2]>>[O:1]1[CH:12]2[CH:11]([O:10][Si:9]([C:5]([CH3:6])([CH3:7])[CH3:8])([CH3:17])[CH3:18])[CH2:15][C:14](=[O:16])[CH:13]12.